From a dataset of the Open Reaction Database (ORD), a public repository of structured organic reaction records. describe an organic reaction: reactants, conditions, products, and yield The reactants are C(C1=CC=CC=C1)OC=1C(OC(C1O)CCO)=O (3-benzyloxy-4-hydroxy-5-(2-hydroxyethyl)-2(5H)-furanone), C(C)(C)N(CC)C(C)C (diisopropylethylamine), C(C1=CC=CC=C1)Br (benzyl bromide), Cl (HCl). Solvent: C1CCOC1 (THF). The product is C(C1=CC=CC=C1)OC=1C(OC(C1OCC1=CC=CC=C1)CCO)=O (3,4-dibenzyloxy-5-(2-hydroxyethyl)-2(5H)-furanone). Yield: 58.8%. As a reaction SMILES: [CH2:1]([O:8][C:9]1[C:10](=[O:18])[O:11][CH:12]([CH2:15][CH2:16][OH:17])[C:13]=1[OH:14])[C:2]1[CH:7]=[CH:6][CH:5]=[CH:4][CH:3]=1.C(N(C(C)C)CC)(C)C.[CH2:28](Br)[C:29]1[CH:34]=[CH:33][CH:32]=[CH:31][CH:30]=1.Cl>C1COCC1>[CH2:1]([O:8][C:9]1[C:10](=[O:18])[O:11][CH:12]([CH2:15][CH2:16][OH:17])[C:13]=1[O:14][CH2:28][C:29]1[CH:34]=[CH:33][CH:32]=[CH:31][CH:30]=1)[C:2]1[CH:3]=[CH:4][CH:5]=[CH:6][CH:7]=1. Procedure: A mixture of 1.25 g (5 mmol) of 3-benzyloxy-4-hydroxy-5-(2-hydroxyethyl)-2(5H)-furanone, 15 mL of THF, 871 μL (5.0 mmol) of diisopropylethylamine and 631 μL (5.2 mmol) of benzyl bromide were combined under argon. The reaction mixture was warmed to reflux for 5 hours, and upon cooling, a suspension formed which was poured into 50 mL of 5% aqueous HCl solution and extracted with 100 mL of ether. The ether fraction was separated and sequentially washed with 30 mL of 5% aqueous HCl, 30 mL of H2O, 30... Reactants: [N+](=O)([O-])C1=C(C=CC=C1)S(=O)(=O)NC1=C(C=2CCCCC2C=C1)C(=O)OC (methyl 2-{[(2-nitrophenyl)sulfonyl]amino}-5,6,7,8-tetrahydro-1-naphthalenecarboxylate), CO (methanol). The reagents and catalysts are [Ni] (Raney nickel). The solvent is C(C)(=O)OCC (ethyl acetate). Conditions: time 2 hour. Product: NC1=C(C=CC=C1)S(=O)(=O)NC1=C(C=2CCCCC2C=C1)C(=O)OC (methyl 2-{[(2-aminophenyl)sulfonyl]amino}-5,6,7,8-tetrahydro-1-naphthalenecarboxylate). Isolated yield 97.2%. Reaction SMILES: [N+:1]([C:4]1[CH:9]=[CH:8][CH:7]=[CH:6][C:5]=1[S:10]([NH:13][C:14]1[CH:23]=[CH:22][C:21]2[CH2:20][CH2:19][CH2:18][CH2:17][C:16]=2[C:15]=1[C:24]([O:26][CH3:27])=[O:25])(=[O:12])=[O:11])([O-])=O.CO>[Ni].C(OCC)(=O)C>[NH2:1][C:4]1[CH:9]=[CH:8][CH:7]=[CH:6][C:5]=1[S:10]([NH:13][C:14]1[CH:23]=[CH:22][C:21]2[CH2:20][CH2:19][CH2:18][CH2:17][C:16]=2[C:15]=1[C:24]([O:26][CH3:27])=[O:25])(=[O:12])=[O:11]. Procedure: A solution of Example 418B (2.0873 g, 5.35 mmol) in 4:1 methanol:ethyl acetate (120 mL) was treated with Raney nickel (4.00 g), pressurized to 60 psi with H2 and shaken for 2 hours. The reaction was then filtered and the filtrate was concentrated to yield the desired product (1.8750 g, 97%). MS (ESI(+)) m/e 361 (M+H)+, 383 (M+Na)+; MS (ESI(−)) m/e 359 (M−H)−; 1H NMR (300 MHz, DMSO-d6) δ 7.32 (dd, 1H), 7.23 (td, 1H), 7.02 (d, 1H), 6.80 (m, 2H), 6.52 (td, 1H), 3.74 (s, 3H), 2.65 (m, 2H), 2.53 (m, ... The reactants are C1(CC1)N(C(OC(C)(C)C)=O)[C@@H]1[C@@H](CNCC1)F (tert-butyl N-cyclopropyl-N-[(3R,4S)-3-fluoropiperidin-4-yl]carbamate), ClC1=NC=C(C=C1)C(F)(F)F (2-chloro-5-trifluoromethylpyridine), C(=O)(OC(C)(C)C)N (Boc-amine), FC(C(=O)O)(F)F (trifluoroacetic acid). The solvent is CN(C=O)C (N,N-dimethylformamide), CCN(CC)CC (Et3N), ClCCl (dichloromethane). Reaction conditions: time 1 hour. The product is C1(CC1)N[C@@H]1[C@@H](CN(CC1)C1=NC=C(C=C1)C(F)(F)F)F ((3R,4S)-N-Cyclopropyl-3-fluoro-1-[5-(trifluoromethyl)pyridin-2-yl]piperidin-4-amine). As a reaction SMILES: [CH:1]1([N:4]([C@H:12]2[CH2:17][CH2:16][NH:15][CH2:14][C@H:13]2[F:18])C(=O)OC(C)(C)C)[CH2:3][CH2:2]1.Cl[C:20]1[CH:25]=[CH:24][C:23]([C:26]([F:29])([F:28])[F:27])=[CH:22][N:21]=1.C(N)(OC(C)(C)C)=O.FC(F)(F)C(O)=O>CN(C)C=O.ClCCl.CCN(CC)CC>[CH:1]1([NH:4][C@H:12]2[CH2:17][CH2:16][N:15]([C:20]3[CH:25]=[CH:24][C:23]([C:26]([F:29])([F:28])[F:27])=[CH:22][N:21]=3)[CH2:14][C@H:13]2[F:18])[CH2:2][CH2:3]1. Procedure details: A solution of tert-butyl N-cyclopropyl-N-[(3R,4S)-3-fluoropiperidin-4-yl]carbamate (100 mg), 2-chloro-5-trifluoromethylpyridine (141 mg) and Et3N (78 mg) in N,N-dimethylformamide (2 mL) is heated in a microwave reactor at 130° C. for 3 h. After concentration the residue is purified by chromatography on silica gel eluting with 0% to 30% ethyl acetate/hexane to give the intermediate product [LC (method 20): tR=3.19 min; mass spectrum (APCI): m/z=404 [M+H]+]. The Boc-amine is dissolved in dichlorom... Reactants: ClCCCBr, CCC(C)=O, COc1ccc2c(c1)Nc1cccc(S(=O)(=O)N(C)C)c1S2, [K+], [OH-]. The product is COc1ccc2c(c1)N(CCCCl)c1cccc(S(=O)(=O)N(C)C)c1S2. As a reaction SMILES: [Br:1][CH2:2][CH2:3][CH2:4][Cl:5].[CH2:30]([C:31]([CH3:32])=[O:33])[CH3:34].[CH3:6][O:7][c:8]1[cH:9][c:10]2[c:19]([cH:20][cH:21]1)[S:18][c:17]1[c:12]([cH:13][cH:14][cH:15][c:16]1[S:22]([N:23]([CH3:24])[CH3:25])(=[O:26])=[O:27])[NH:11]2.[K+:29].[OH-:28]>>[CH2:2]([CH2:3][CH2:4][Cl:5])[N:11]1[c:10]2[cH:9][c:8]([O:7][CH3:6])[cH:21][cH:20][c:19]2[S:18][c:17]2[c:12]1[cH:13][cH:14][cH:15][c:16]2[S:22]([N:23]([CH3:24])[CH3:25])(=[O:26])=[O:27]. Starting materials: COCC1=NC2=C(N1CC1=CC=C(C=C1)C=1C(=CC=CC1)C(=O)OC(C)(C)C)C=CC=C2 (tert.butyl 4'-[(2-methoxymethyl-benzimidazol-1-yl)-methyl]biphenyl-2-carboxylate), FC(C(=O)O)(F)F (trifluoroacetic acid). The product is COCC1=NC2=C(N1CC1=CC=C(C=C1)C=1C(=CC=CC1)C(=O)O)C=CC=C2 (4'-[(2-Methoxymethyl-benzimidazol-1-yl)-methyl]biphenyl-2-carboxylic acid). RXN SMILES: [CH3:1][O:2][CH2:3][C:4]1[N:8]([CH2:9][C:10]2[CH:15]=[CH:14][C:13]([C:16]3[C:17]([C:22]([O:24]C(C)(C)C)=[O:23])=[CH:18][CH:19]=[CH:20][CH:21]=3)=[CH:12][CH:11]=2)[C:7]2[CH:29]=[CH:30][CH:31]=[CH:32][C:6]=2[N:5]=1.FC(F)(F)C(O)=O>>[CH3:1][O:2][CH2:3][C:4]1[N:8]([CH2:9][C:10]2[CH:11]=[CH:12][C:13]([C:16]3[C:17]([C:22]([OH:24])=[O:23])=[CH:18][CH:19]=[CH:20][CH:21]=3)=[CH:14][CH:15]=2)[C:7]2[CH:29]=[CH:30][CH:31]=[CH:32][C:6]=2[N:5]=1. Procedure: Prepared in analogous manner to Example 9 from tert.butyl 4'-[(2-methoxymethyl-benzimidazol-1-yl)-methyl]biphenyl-2-carboxylate and trifluoroacetic acid.